This data is from the Open Reaction Database (ORD), a public repository of structured organic reaction records. The task is: describe an organic reaction: reactants, conditions, products, and yield The reactants are O (water), N([C@@H](CC1=CC=C(C=C1)F)C(=O)O)C(=O)OCC1=CC=CC=C1 (Z-Phe(4-F)—OH), N([C@@H](C(C)C)C(=O)N([C@@H](CC1=CC(=C(C=C1)O)C(C)(C)C)C(=O)N)C)C (N-Me-Val-N-Me-Tyr(3-tBu)-NH2), TEA. The solvent is C1CCOC1 (THF). Run at time 8 hour. Yields the product N([C@@H](CC1=CC=C(C=C1)F)C(=O)N([C@@H](C(C)C)C(=O)N([C@@H](CC1=CC(=C(C=C1)O)C(C)(C)C)C(=O)N)C)C)C(=O)OCC1=CC=CC=C1 (Z-Phe(4-F)-N-Me-Val-N-Me-Tyr(3-tBu)-NH2). The yield is 90.9%. Reaction SMILES: [NH:1]([C:14]([O:16][CH2:17][C:18]1[CH:23]=[CH:22][CH:21]=[CH:20][CH:19]=1)=[O:15])[C@H:2]([C:11]([OH:13])=O)[CH2:3][C:4]1[CH:9]=[CH:8][C:7]([F:10])=[CH:6][CH:5]=1.[NH:24]([CH3:49])[C@H:25]([C:29]([N:31]([CH3:48])[C@H:32]([C:45]([NH2:47])=[O:46])[CH2:33][C:34]1[CH:39]=[CH:38][C:37]([OH:40])=[C:36]([C:41]([CH3:44])([CH3:43])[CH3:42])[CH:35]=1)=[O:30])[CH:26]([CH3:28])[CH3:27].O>C1COCC1>[NH:1]([C:14]([O:16][CH2:17][C:18]1[CH:23]=[CH:22][CH:21]=[CH:20][CH:19]=1)=[O:15])[C@H:2]([C:11]([N:24]([CH3:49])[C@H:25]([C:29]([N:31]([CH3:48])[C@H:32]([C:45]([NH2:47])=[O:46])[CH2:33][C:34]1[CH:39]=[CH:38][C:37]([OH:40])=[C:36]([C:41]([CH3:44])([CH3:42])[CH3:43])[CH:35]=1)=[O:30])[CH:26]([CH3:28])[CH3:27])=[O:13])[CH2:3][C:4]1[CH:5]=[CH:6][C:7]([F:10])=[CH:8][CH:9]=1. Procedure details: To a solution of Z-Phe(4-F)—OH (1.09 g, 3.44 mmol), N-Me-Val-N-Me-Tyr(3-tBu)-NH2 (1.04 g, 2.87 mmol) and CMPI (878 mg, 3.44 mmol) in THF (30 ml), TEA (0.96 ml, 6.88 mmol) was added under cooling with ice and stirred at room temperature overnight. The reaction mixture was mixed with water and extracted with ethyl acetate. The organic layer was washed with saturated brine, dried over anhydrous magnesium sulfate and evaporated to remove the solvent under reduced pressure; the thus obtained residue ...